Dataset: the Open Reaction Database (ORD), a public repository of structured organic reaction records. Task: describe an organic reaction: reactants, conditions, products, and yield Reactants: [N+](=O)([O-])C1=CC=C(CO\N=C\2/CCCC3=CC(=C(C=C23)OC)OC)C=C1 ((E)-6,7-dimethoxy-3,4-dihydronaphthalen-1(2H)-one O-4-nitrobenzyl oxime), C(C)(=O)OCC.CCCCCC (ethyl acetate hexane), COC=1C=C2CCCC(C2=CC1OC)=O (6,7-Dimethoxy-1-tetralone), 0-(benzo[c][1,2,5]oxadiazol-5-ylmethyl)hydroxylamine hydrochloride, N1=CC=CC=C1 (pyridine). Run in C(C)O (ethanol). Product: N=1ON=C2C1C=CC(=C2)CO\N=C\2/CCCC1=CC(=C(C=C21)OC)OC ((E)-6,7-Dimethoxy-3,4-dihydronaphthalen-1(2H)-one O-Benzo[c][1,2,5]oxadiazol-5-ylmethyl oxime). Isolated yield 88.0%. RXN SMILES: COC1C=C2C(=CC=1OC)C(=O)CCC2.[N:16]1C=CC=CC=1.[N+:22]([C:25]1[CH:47]=[CH:46][C:28]([CH2:29][O:30]/[N:31]=[C:32]2\[CH2:33][CH2:34][CH2:35][C:36]3[C:41]\2=[CH:40][C:39]([O:42][CH3:43])=[C:38]([O:44][CH3:45])[CH:37]=3)=[CH:27][CH:26]=1)([O-])=[O:23].C(OCC)(=O)C.CCCCCC>C(O)C>[N:22]1[O:23][N:16]=[C:47]2[CH:46]=[C:28]([CH2:29][O:30]/[N:31]=[C:32]3\[CH2:33][CH2:34][CH2:35][C:36]4[C:41]\3=[CH:40][C:39]([O:42][CH3:43])=[C:38]([O:44][CH3:45])[CH:37]=4)[CH:27]=[CH:26][C:25]=12 |f:3.4|. Procedure: 6,7-Dimethoxy-1-tetralone (40 mg, 0.19 mmol) was subjected to reaction with 0-(benzo[c][1,2,5]oxadiazol-5-ylmethyl)hydroxylamine hydrochloride (41 mg, 0.20 mmol) in ethanol (2 mL) and pyridine (0.2 mL, 2.58 mmol) under the same conditions as described for (E)-6,7-dimethoxy-3,4-dihydronaphthalen-1(2H)-one O-4-nitrobenzyl oxime. Subjection of the material obtained on work up to flash chromatography (3:7 v/v ethyl acetate/hexane elution) afforded the title compound as white crystals (60 mg, 88%), m...